From a dataset of the Open Reaction Database (ORD), a public repository of structured organic reaction records. describe an organic reaction: reactants, conditions, products, and yield As a reaction SMILES: C([N:8]([CH2:27][CH2:28][O:29][C:30]1[CH:35]=[CH:34][CH:33]=[CH:32][C:31]=1[O:36][CH3:37])[CH2:9][CH:10]([OH:26])[CH2:11][O:12][C:13]1[C:25]2[C:24]3[C:19](=[CH:20][CH:21]=[CH:22][CH:23]=3)[NH:18][C:17]=2[CH:16]=[CH:15][CH:14]=1)C1C=CC=CC=1>CO.[Pd]>[CH:16]1[C:17]2[NH:18][C:19]3[C:24](=[CH:23][CH:22]=[CH:21][CH:20]=3)[C:25]=2[C:13]([O:12][CH2:11][CH:10]([OH:26])[CH2:9][NH:8][CH2:27][CH2:28][O:29][C:30]2[CH:35]=[CH:34][CH:33]=[CH:32][C:31]=2[O:36][CH3:37])=[CH:14][CH:15]=1. The solvent is CO (methanol). Reported procedure: 10 g of 1-{Benzyl-[2-(2-methoxy-phenoxy)-ethyl]-amino}-3-(9H-carbazol-4-yloxy)-propan-2-ol (20 mmol) were dissolved in 80 ml methanol. 1 g of Pd-C (10%) were added and the suspension was warmed to 50° C. The mixture was hydrogenated at normal pressure for about 7 hours. The Pd-catalyst was filtered under suction and washed with 25 ml of hot methanol. 80 ml of methanol were distilled off and the residue was cooled to 0° C. and hold at this temperature for 6 h. The product was filtered and washed ... Starting materials: C(C1=CC=CC=C1)N(CC(COC1=CC=CC=2NC3=CC=CC=C3C12)O)CCOC1=C(C=CC=C1)OC (1-{Benzyl-[2-(2-methoxy-phenoxy)-ethyl]-amino}-3-(9H-carbazol-4-yloxy)-propan-2-ol). The reagents and catalysts are [Pd] (Pd-C). Yields the product C1=CC=C(C=2C3=CC=CC=C3NC12)OCC(CNCCOC1=C(C=CC=C1)OC)O (1-(9H-carbazol-4-yloxy)-3-[2-(2-methoxy-phenoxy)-ethylamino]-propan-2-ol). Reaction conditions: temperature 50 celsius, time 7 hour. The reactants are CS(=O)(=O)C1=CC=C(C=C1)C=1C=C2C(=CN1)O[C@](C2)(C2CCNCC2)C ((R)-5-(4-methanesulfonyl-phenyl)-2-methyl-2-piperidin-4-yl-2,3-dihydro-furo[2,3-c]pyridine), FC([C@@H](C)OC(OC1=CC=C(C=C1)[N+](=O)[O-])=O)(F)F (carbonic acid 4-nitro-phenyl ester (R)-2,2,2-trifluoro-1-methyl-ethyl ester). The product is FC([C@@H](C)OC(=O)N1CCC(CC1)[C@]1(CC=2C(=CN=C(C2)C2=CC=C(C=C2)S(=O)(=O)C)O1)C)(F)F ((R)-4-[(R)-5-(4-Methanesulfonyl-phenyl)-2-methyl-2,3-dihydro-furo[2,3-c]pyridin-2-yl]-piperidine-1-carboxylic acid 2,2,2-trifluoro-1-methyl-ethyl ester). RXN SMILES: [CH3:1][S:2]([C:5]1[CH:10]=[CH:9][C:8]([C:11]2[CH:12]=[C:13]3[CH2:19][C@:18]([CH3:26])([CH:20]4[CH2:25][CH2:24][NH:23][CH2:22][CH2:21]4)[O:17][C:14]3=[CH:15][N:16]=2)=[CH:7][CH:6]=1)(=[O:4])=[O:3].[F:27][C:28]([F:45])([F:44])[C@H:29]([O:31][C:32](=O)[O:33]C1C=CC([N+]([O-])=O)=CC=1)[CH3:30]>>[F:27][C:28]([F:45])([F:44])[C@H:29]([O:31][C:32]([N:23]1[CH2:24][CH2:25][CH:20]([C@:18]2([CH3:26])[O:17][C:14]3=[CH:15][N:16]=[C:11]([C:8]4[CH:9]=[CH:10][C:5]([S:2]([CH3:1])(=[O:3])=[O:4])=[CH:6][CH:7]=4)[CH:12]=[C:13]3[CH2:19]2)[CH2:21][CH2:22]1)=[O:33])[CH3:30]. Procedure details: The title compound is prepared from (R)-5-(4-methanesulfonyl-phenyl)-2-methyl-2-piperidin-4-yl-2,3-dihydro-furo[2,3-c]pyridine and carbonic acid 4-nitro-phenyl ester (R)-2,2,2-trifluoro-1-methyl-ethyl ester following a procedure analogous to that described in Example 1. LC (method 2): tR=1.00 min; Mass spectrum (ESI+): m/z=513 [M+H]+. The reactants are FC1=CC=C(C=C1)CC(OC)(OC)C1=CC=NC=C1 (4-[2-(4-Fluoro-phenyl)-1,1-dimethoxy-ethyl]-pyridine), OO (hydrogen peroxide). The reagents and catalysts are C[Re](=O)(=O)=O (methyltrioxorhenium). Run in ClCCl (dichloromethane). Yields the product FC1=CC=C(C=C1)CC(OC)(OC)C1=CC=[N+](C=C1)[O-] (4-[2-(4-Fluoro-phenyl)-1,1-dimethoxy-ethyl]-pyridine 1-oxide). Reaction SMILES: [F:1][C:2]1[CH:7]=[CH:6][C:5]([CH2:8][C:9]([C:14]2[CH:19]=[CH:18][N:17]=[CH:16][CH:15]=2)([O:12][CH3:13])[O:10][CH3:11])=[CH:4][CH:3]=1.[OH:20]O>ClCCl.C[Re](=O)(=O)=O>[F:1][C:2]1[CH:7]=[CH:6][C:5]([CH2:8][C:9]([C:14]2[CH:15]=[CH:16][N+:17]([O-:20])=[CH:18][CH:19]=2)([O:10][CH3:11])[O:12][CH3:13])=[CH:4][CH:3]=1. Reported procedure: 55 g (0.21 mole) of 4-[2-(4-Fluoro-phenyl)-1,1-dimethoxy-ethyl]-pyridine and 445 mg of methyltrioxorhenium are dissolved in 250 mL of dichloromethane. 112 mL of commercial hydrogen peroxide solution is added to the reaction mixture which is further stirred over night at room temperature. The reaction mixture is then decanted and the organic phase is washed with sodium hydrogen sulfate and water and dried over magnesium sulfate. After concentration, 33 g of 4-[2-(4-Fluoro-phenyl)-1,1-dimethoxy-et... The reactants are CCC(C)=O, ClCCCI, [Na], Sc1nnnn1-c1ccccc1. The product is ClCCCSc1nnnn1-c1ccccc1. RXN SMILES: [CH2:19]([C:20]([CH3:21])=[O:22])[CH3:23].[Cl:14][CH2:15][CH2:16][CH2:17][I:18].[Na:1].[c:2]1(-[n:8]2[n:9][n:10][n:11][c:12]2[SH:13])[cH:3][cH:4][cH:5][cH:6][cH:7]1>>[c:2]1(-[n:8]2[n:9][n:10][n:11][c:12]2[S:13][CH2:17][CH2:16][CH2:15][Cl:14])[cH:3][cH:4][cH:5][cH:6][cH:7]1. Starting materials: CC(=O)O, O=c1cc(N2CCOCC2)[nH]c2c(-c3ccc([N+](=O)[O-])c4c3sc3ccccc34)cccc12, [Zn]. Product: Nc1ccc(-c2cccc3c(=O)cc(N4CCOCC4)[nH]c23)c2sc3ccccc3c12. As a reaction SMILES: [C:34]([OH:35])(=[O:36])[CH3:37].[O:1]1[CH2:2][CH2:3][N:4]([c:7]2[nH:8][c:9]3[c:10](-[c:18]4[cH:19][cH:20][c:21]([N+:31]([O-:32])=[O:33])[c:22]5[c:23]4[s:24][c:25]4[c:26]5[cH:27][cH:28][cH:29][cH:30]4)[cH:11][cH:12][cH:13][c:14]3[c:15](=[O:17])[cH:16]2)[CH2:5][CH2:6]1.[Zn:38]>>[O:1]1[CH2:2][CH2:3][N:4]([c:7]2[nH:8][c:9]3[c:10](-[c:18]4[cH:19][cH:20][c:21]([NH2:31])[c:22]5[c:23]4[s:24][c:25]4[c:26]5[cH:27][cH:28][cH:29][cH:30]4)[cH:11][cH:12][cH:13][c:14]3[c:15](=[O:17])[cH:16]2)[CH2:5][CH2:6]1. Yields the product FC1=CC(=C(C=C1)S(=O)(=O)NC1=CC=C2C3C(COC2=C1C(=O)O)C3)C=C ((1aRS,7bSR)-5-(4-fluoro-2-vinylbenzenesulfonylamino)-1,1a,2,7b-tetrahydrocyclopropa[c]chromene-4-carboxylic acid). Solvent: O1CCOCC1 (dioxane), O (water). As a reaction SMILES: [OH-].[Li+].[F:3][C:4]1[CH:9]=[CH:8][C:7]([S:10]([NH:13][C:14]2[C:23]([C:24]([O:26]C)=[O:25])=[C:22]3[C:17]([CH:18]4[CH2:28][CH:19]4[CH2:20][O:21]3)=[CH:16][CH:15]=2)(=[O:12])=[O:11])=[C:6]([CH:29]=[CH2:30])[CH:5]=1>O1CCOCC1.O>[F:3][C:4]1[CH:9]=[CH:8][C:7]([S:10]([NH:13][C:14]2[C:23]([C:24]([OH:26])=[O:25])=[C:22]3[C:17]([CH:18]4[CH2:28][CH:19]4[CH2:20][O:21]3)=[CH:16][CH:15]=2)(=[O:11])=[O:12])=[C:6]([CH:29]=[CH2:30])[CH:5]=1 |f:0.1|. Reported procedure: Lithium hydroxide (0.101 g) was added to a solution of methyl (1aRS,7bSR)-5-(4-fluoro-2-vinylbenzenesulfonylamino)-1,1a,2,7b-tetrahydrocyclopropa[c]chromene-4-carboxylate (Intermediate 75, 0.150 g) in a mixture of dioxane (3 mL) and water (0.6 mL) and the mixture was irradiated in the microwave at 130° C. for 30 minutes. After cooling, the mixture evaporated to dryness and the residue was acidified by addition of 10% aqueous citric acid (2 mL), extracted with DCM, dried (MgSO4) and filtered. The... The reactants are [OH-].[Li+] (Lithium hydroxide), FC1=CC(=C(C=C1)S(=O)(=O)NC1=CC=C2C3C(COC2=C1C(=O)OC)C3)C=C (methyl (1aRS,7bSR)-5-(4-fluoro-2-vinylbenzenesulfonylamino)-1,1a,2,7b-tetrahydrocyclopropa[c]chromene-4-carboxylate), FC1=CC(=C(C=C1)S(=O)(=O)NC1=CC=C2C3C(COC2=C1C(=O)OC)C3)C=C (methyl (1aRS,7bSR)-5-(4-fluoro-2-vinylbenzenesulfonylamino)-1,1a,2,7b-tetrahydrocyclopropa[c]chromene-4-carboxylate). Starting materials: FC1=CC=C(OC2=CC=C(C=C2)S(=O)(=O)N2C(C3=CC=C(C=C3CC2)O)C(=O)OC)C=C1 (Methyl 2-[4-(4-fluorophenoxy)benzenesulfonyl]-6-hydroxy-1,2,3,4-tetrahydro-isoquinoline-1-carboxylate), N1(C=NC=C1)CCO (2-imidazol-1-ylethanol), FC1=CC=C(OC2=CC=C(C=C2)S(=O)(=O)N2C(C3=CC=C(C=C3CC2)OCCCN2CCN(CC2)C)C(=O)OC)C=C1 (Methyl 2-[4-(4-fluorophenoxy)benzenesulfonyl]-6-[3-(4-methylpiperazin-1-yl)propoxy]-1,2,3,4-tetrahydroisoquinoline-1-carboxylate). Product: FC1=CC=C(OC2=CC=C(C=C2)S(=O)(=O)N2C(C3=CC=C(C=C3CC2)OCCN2C=NC=C2)C(=O)OC)C=C1 (Methyl 2-[4-(4-fluorophenoxy)benzenesulfonyl]-6-(2-imidazol-1-ylethoxy)-1,2,3,4-tetrahydroisoquinoline-1-carboxylate). RXN SMILES: [F:1][C:2]1[CH:32]=[CH:31][C:5]([O:6][C:7]2[CH:12]=[CH:11][C:10]([S:13]([N:16]3[CH2:25][CH2:24][C:23]4[C:18](=[CH:19][CH:20]=[C:21]([OH:26])[CH:22]=4)[CH:17]3[C:27]([O:29][CH3:30])=[O:28])(=[O:15])=[O:14])=[CH:9][CH:8]=2)=[CH:4][CH:3]=1.[N:33]1([CH2:38][CH2:39]O)[CH:37]=[CH:36][N:35]=[CH:34]1.FC1C=CC(OC2C=CC(S(N3CCC4C(=CC=C(OCCCN5CCN(C)CC5)C=4)C3C(OC)=O)(=O)=O)=CC=2)=CC=1>>[F:1][C:2]1[CH:3]=[CH:4][C:5]([O:6][C:7]2[CH:8]=[CH:9][C:10]([S:13]([N:16]3[CH2:25][CH2:24][C:23]4[C:18](=[CH:19][CH:20]=[C:21]([O:26][CH2:39][CH2:38][N:33]5[CH:37]=[CH:36][N:35]=[CH:34]5)[CH:22]=4)[CH:17]3[C:27]([O:29][CH3:30])=[O:28])(=[O:14])=[O:15])=[CH:11][CH:12]=2)=[CH:31][CH:32]=1. Procedure: Methyl 2-[4-(4-fluorophenoxy)benzenesulfonyl]-6-hydroxy-1,2,3,4-tetrahydro-isoquinoline-1-carboxylate (3B) is reacted with 2-imidazol-1-ylethanol by the method described under 3C. Reactants: Cc1ccccc1, CC(CN1C(=O)c2ccccc2C1=O)c1ccc([N+](=O)[O-])cc1, NN. The product is CC(CN)c1ccc([N+](=O)[O-])cc1. Reaction SMILES: [CH3:26][c:27]1[cH:28][cH:29][cH:30][cH:31][cH:32]1.[N+:1](=[O:2])([O-:3])[c:4]1[cH:5][cH:6][c:7]([CH:10]([CH2:11][N:12]2[C:13](=[O:14])[c:15]3[c:16]([cH:17][cH:18][cH:19][cH:20]3)[C:21]2=[O:22])[CH3:23])[cH:8][cH:9]1.[NH2:24][NH2:25]>>[N+:1](=[O:2])([O-:3])[c:4]1[cH:5][cH:6][c:7]([CH:10]([CH2:11][NH2:12])[CH3:23])[cH:8][cH:9]1. The reactants are O=C([O-])[O-], COc1ccc(CN2CCc3n[nH]c4nc(SC)nc2c34)cc1, CI, CCOC(C)=O, [Cs+], [Cs+], CN(C)C=O, O. Yields the product COc1ccc(CN2CCc3nn(C)c4nc(SC)nc2c34)cc1. Reaction SMILES: [C:24](=[O:25])([O-:26])[O-:27].[CH3:1][O:2][c:3]1[cH:4][cH:5][c:6]([CH2:7][N:8]2[CH2:9][CH2:10][c:11]3[n:12][nH:13][c:14]4[n:15][c:16]([S:20][CH3:21])[n:17][c:18]2[c:19]34)[cH:22][cH:23]1.[CH3:30][I:31].[CH3:32][CH2:33][O:34][C:35](=[O:36])[CH3:37].[Cs+:28].[Cs+:29].[O:38]=[CH:39][N:40]([CH3:41])[CH3:42].[OH2:43]>>[CH3:1][O:2][c:3]1[cH:4][cH:5][c:6]([CH2:7][N:8]2[CH2:9][CH2:10][c:11]3[n:12][n:13]([CH3:24])[c:14]4[n:15][c:16]([S:20][CH3:21])[n:17][c:18]2[c:19]34)[cH:22][cH:23]1. Reactants: FC(C(=O)OCC)(C(C1=CC(=C(C=C1)C1=NOCN1C1=CC(=C(C=C1)OC(C)C)C(F)(F)F)C)O)F (ethyl 2,2-difluoro-3-hydroxy-3-(4-(4-(4-(isopropoxy)-3-(trifluoromethyl)phenyl)-1,2,4-oxadiazol-3-yl)-3-methylphenyl)propanoate), ClC(C(=O)OC)=O (methyl chlorooxoacetate). The reagents and catalysts are CN(C1=CC=NC=C1)C (4-dimethylaminopyridine). Solvent: C(Cl)Cl (CH2Cl2), CCOC(=O)C (EtOAc). Run at temperature 0 celsius, time 20 minute. The product is FC(C(=O)OCC)(CC1=CC(=C(C=C1)C1=NOCN1C1=CC(=C(C=C1)OC(C)C)C(F)(F)F)C)F (Ethyl 2,2-difluoro-3-(4-(4-(4-isopropoxy-3-(trifluoromethyl)phenyl)-1,2,4-oxadiazol-3-yl)-3-methylphenyl)propanoate). RXN SMILES: [F:1][C:2]([F:36])([CH:8](O)[C:9]1[CH:14]=[CH:13][C:12]([C:15]2[N:19]([C:20]3[CH:25]=[CH:24][C:23]([O:26][CH:27]([CH3:29])[CH3:28])=[C:22]([C:30]([F:33])([F:32])[F:31])[CH:21]=3)[CH2:18][O:17][N:16]=2)=[C:11]([CH3:34])[CH:10]=1)[C:3]([O:5][CH2:6][CH3:7])=[O:4].ClC(=O)C(OC)=O>CN(C)C1C=CN=CC=1.C(Cl)Cl.CCOC(C)=O>[F:36][C:2]([F:1])([CH2:8][C:9]1[CH:14]=[CH:13][C:12]([C:15]2[N:19]([C:20]3[CH:25]=[CH:24][C:23]([O:26][CH:27]([CH3:28])[CH3:29])=[C:22]([C:30]([F:31])([F:32])[F:33])[CH:21]=3)[CH2:18][O:17][N:16]=2)=[C:11]([CH3:34])[CH:10]=1)[C:3]([O:5][CH2:6][CH3:7])=[O:4]. Procedure details: To a solution of 29 mg (0.06 mmol) of ethyl 2,2-difluoro-3-hydroxy-3-(4-(4-(4-(isopropoxy)-3-(trifluoromethyl)phenyl)-1,2,4-oxadiazol-3-yl)-3-methylphenyl)propanoate (from EXAMPLE 75, Step D) and 21 mg (0.17 mmol) of 4-dimethylaminopyridine in 5.0 mL of CH2Cl2 at ° C. was added 10 μL (0.11 mmol) of methyl chlorooxoacetate. After stirring at 0° C. for 10 min and rt for 20 min, the reaction mixture was diluted with 20 mL of EtOAc and washed with diluted HCl (10 mL), saturated NaHCO3 (10 mL), and b...